This data is from the Open Reaction Database (ORD), a public repository of structured organic reaction records. The task is: describe an organic reaction: reactants, conditions, products, and yield Reaction SMILES: FC1C=CC([C:8]2[CH:13]=[C:12]([C:14]3[CH:19]=[CH:18][CH:17]=[CH:16][CH:15]=3)[NH:11][C:10](=[O:20])[N:9]=2)=CC=1C.C(C1C=CC=CC=1)(=O)C.COCCOC1C=CC=CC=1C(OC)=O.[F:46][C:47]1[CH:55]=[CH:54][C:50](C(O)=O)=[CH:49][C:48]=1[CH3:56]>>[F:46][C:47]1[CH:55]=[CH:54][C:50]([N:11]2[C:12]([C:14]3[CH:15]=[CH:16][CH:17]=[CH:18][CH:19]=3)=[CH:13][CH:8]=[N:9][C:10]2=[O:20])=[CH:49][C:48]=1[CH3:56]. Yields the product FC1=C(C=C(C=C1)N1C(N=CC=C1C1=CC=CC=C1)=O)C (4-fluoro-3-methylphenyl-6-phenylpyrimidin-2(1H)-one). Procedure details: Using the same or analogous synthetic techniques described in Example 1, 4-(4-fluoro-3-methylphenyl)-6-phenylpyrimidin-2(1H)-one was prepared by replacing 1-[(4-hydroxy-3-methyl)phenyl]ethanone with commercially available acetophenone and methyl 2-{[2-(methyloxy)ethyl]oxy}benzoate with commercially available 4-fluoro-3-methylbenzoic acid. The reactants are FC1=C(C=C(C=C1)C1=NC(NC(=C1)C1=CC=CC=C1)=O)C (4-(4-fluoro-3-methylphenyl)-6-phenylpyrimidin-2(1H)-one), COCCOC1=C(C(=O)OC)C=CC=C1 (methyl 2-{[2-(methyloxy)ethyl]oxy}benzoate), FC1=C(C=C(C(=O)O)C=C1)C (4-fluoro-3-methylbenzoic acid), 1-[(4-hydroxy-3-methyl)phenyl]ethanone, C(C)(=O)C1=CC=CC=C1 (acetophenone). The reactants are CCOC(=O)c1nnnn1Cc1ccccc1, CCO, [K+], [OH-], O. Product: O=C([O-])c1nnnn1Cc1ccccc1, [K+]. As a reaction SMILES: [CH2:1]([c:2]1[cH:3][cH:4][cH:5][cH:6][cH:7]1)[n:8]1[n:9][n:10][n:11][c:12]1[C:13](=[O:14])[O:15][CH2:16][CH3:17].[CH3:20][CH2:21][OH:22].[K+:19].[OH-:18].[OH2:23]>>[CH2:1]([c:2]1[cH:3][cH:4][cH:5][cH:6][cH:7]1)[n:8]1[n:9][n:10][n:11][c:12]1[C:13](=[O:14])[O-:15].[K+:19]. The reactants are BrC=1C=C(C=O)C=CC1OCC1CCCCC1 (3-bromo-4-cyclohexylmethyloxy Benzaldehyde), C(C1=CC=CC=C1)OC1=CC=C(C=C1)OB(O)O (4-benzyloxyphenyl boric acid), C(C1=CC=CC=C1)Cl (benzyl chloride), C([O-])([O-])=O.[K+].[K+] (potassium carbonate), tetrakis (triphenylphosphine)palladium (0), BrC1=CC=C(C=C1)O (4-bromophenol). Product: C(C1=CC=CC=C1)OC1=CC=C(C=C1)Br (4-benzyloxy bromobenzene). RXN SMILES: Br[C:2]1[CH:3]=[C:4]([CH:7]=[CH:8][C:9]=1[O:10][CH2:11][CH:12]1[CH2:17][CH2:16][CH2:15][CH2:14][CH2:13]1)C=O.C(OC1C=CC(OB(O)O)=CC=1)C1C=CC=CC=1.[Br:36]C1C=CC(O)=CC=1.C(Cl)C1C=CC=CC=1.C(=O)([O-])[O-].[K+].[K+]>>[CH2:11]([O:10][C:9]1[CH:8]=[CH:7][C:4]([Br:36])=[CH:3][CH:2]=1)[C:12]1[CH:17]=[CH:16][CH:15]=[CH:14][CH:13]=1 |f:4.5.6|. Procedure: The intermediate 32 (1.76 g), 4-benzyloxyphenyl boric acid [6.75 g, 4-benzyloxy bromobenzene was prepared according to a process described in the process c-1 in example 1 from 4-bromophenol (Tokyo Chemical Ind. Co., Ltd.) and benzyl chloride (Tokyo Chemical Ind. Co., Ltd.), and the product was prepared according to a method described in the reference Y Satoh et al. SYNTHESIS page 1146, 1994], anhydrous potassium carbonate (4.09 g) and tetrakis (triphenylphosphine)palladium (0)(342 mg) were react... Conditions: time 1.5 hour. Product: ClCSC1=NN=NN1C (5-chloromethylthio-1-methyltetrazole). Run in O (water), CN(C=O)C (dimethylformamide). Reactants: [Na].CN1N=NN=C1S (1-methyltetrazole-5-thiol sodium salt), BrCCl (bromochloromethane). Procedure: To a solution of 1-methyltetrazole-5-thiol sodium salt (2.00 g : 14.5 mMol.) in dimethylformamide (20 ml) under ice cooling is added bromochloromethane (20 ml) in one portion, and the mixture is stirred for 1.5 hour. The reaction mixture is diluted with water and extracted with ethyl acetate. The extract is washed with brine, dried over sodium sulfate, filtered, and concentrated. The residue is purified by silica gel column chromatography (toluene : ethyl acetate=20:1-10:1) to give 5-chloromethy... As a reaction SMILES: [Na].[CH3:2][N:3]1[C:7]([SH:8])=[N:6][N:5]=[N:4]1.Br[CH2:10][Cl:11]>CN(C)C=O.O>[Cl:11][CH2:10][S:8][C:7]1[N:3]([CH3:2])[N:4]=[N:5][N:6]=1 |f:0.1,^1:0|. Reactants: O=C([O-])O, CCOC(C)=O, CCN(CCC(=O)OC(C)(C)C)c1ccc(C(F)(F)F)cc1CN(Cc1cc(C(F)(F)F)cc(C(F)(F)F)c1)c1ncc(N2CCOCC2)cn1, [Na+]. Yields the product CCN(CCC(=O)O)c1ccc(C(F)(F)F)cc1CN(Cc1cc(C(F)(F)F)cc(C(F)(F)F)c1)c1ncc(N2CCOCC2)cn1. As a reaction SMILES: [C:52](=[O:53])([OH:54])[O-:55].[CH3:57][CH2:58][O:59][C:60](=[O:61])[CH3:62].[F:1][C:2]([c:3]1[cH:4][c:5]([CH2:6][N:7]([c:8]2[n:9][cH:10][c:11]([N:14]3[CH2:15][CH2:16][O:17][CH2:18][CH2:19]3)[cH:12][n:13]2)[CH2:20][c:21]2[c:22]([N:31]([CH2:32][CH2:33][C:34](=[O:35])[O:36][C:37]([CH3:38])([CH3:39])[CH3:40])[CH2:41][CH3:42])[cH:23][cH:24][c:25]([C:27]([F:28])([F:29])[F:30])[cH:26]2)[cH:43][c:44]([C:46]([F:47])([F:48])[F:49])[cH:45]1)([F:50])[F:51].[Na+:56]>>[F:1][C:2]([c:3]1[cH:4][c:5]([CH2:6][N:7]([c:8]2[n:9][cH:10][c:11]([N:14]3[CH2:15][CH2:16][O:17][CH2:18][CH2:19]3)[cH:12][n:13]2)[CH2:20][c:21]2[c:22]([N:31]([CH2:32][CH2:33][C:34](=[O:35])[OH:36])[CH2:41][CH3:42])[cH:23][cH:24][c:25]([C:27]([F:28])([F:29])[F:30])[cH:26]2)[cH:43][c:44]([C:46]([F:47])([F:48])[F:49])[cH:45]1)([F:50])[F:51]. Starting materials: CC=1C=CC2=C(N=C(O2)S)C1 (5-Methyl-2-mercaptobenzoxazole), CN1CCNCCC1 (N-methylhomopiperazine). The solvent is C(Cl)(Cl)Cl (chloroform). The product is CC=1C=CC2=C(N=C(O2)N2CCN(CCC2)C)C1 (5-methyl-2-(4-methyl-1-homopiperazinyl) benzoxazole). As a reaction SMILES: [CH3:1][C:2]1[CH:3]=[CH:4][C:5]2[O:9][C:8](S)=[N:7][C:6]=2[CH:11]=1.[CH3:12][N:13]1[CH2:19][CH2:18][CH2:17][NH:16][CH2:15][CH2:14]1>C(Cl)(Cl)Cl>[CH3:1][C:2]1[CH:3]=[CH:4][C:5]2[O:9][C:8]([N:16]3[CH2:17][CH2:18][CH2:19][N:13]([CH3:12])[CH2:14][CH2:15]3)=[N:7][C:6]=2[CH:11]=1. Reported procedure: 5-Methyl-2-mercaptobenzoxazole (200 mg) was dissolved in chloroform (20 ml), N-methylhomopiperazine (1.24 ml) was added dropwise to the solution and then the mixture was stirred with heating for 2 days. After evaporation of the solvent, the thus obtained mixture was purified by a silica gel column chromatography (methylene chloride:methanol=10:1) to obtain the title compound 5-methyl-2-(4-methyl-1-homopiperazinyl) benzoxazole (124 mg). Reactants: O=C(Cl)Cl, C1C2CC3CC1CC(C2)C3, Nc1cc2nc(-c3ccc([N+](=O)[O-])cc3)[nH]c2cn1. Yields the product O=C(Nc1cc2nc(-c3ccc([N+](=O)[O-])cc3)[nH]c2cn1)C12CC3CC(CC(C3)C1)C2. As a reaction SMILES: [C:20](=[O:21])([Cl:22])[Cl:23].[CH:24]12[CH2:25][CH:26]3[CH2:27][CH:28]([CH2:29][CH:30]([CH2:31]1)[CH2:32]3)[CH2:33]2.[N+:1](=[O:2])([O-:3])[c:4]1[cH:5][cH:6][c:7](-[c:10]2[n:11][c:12]3[c:13]([cH:14][n:15][c:16]([NH2:18])[cH:17]3)[nH:19]2)[cH:8][cH:9]1>>[N+:1](=[O:2])([O-:3])[c:4]1[cH:5][cH:6][c:7](-[c:10]2[n:11][c:12]3[c:13]([cH:14][n:15][c:16]([NH:18][C:20](=[O:21])[C:24]45[CH2:25][CH:26]6[CH2:27][CH:28]([CH2:29][CH:30]([CH2:31]4)[CH2:32]6)[CH2:33]5)[cH:17]3)[nH:19]2)[cH:8][cH:9]1.